From a dataset of the Open Reaction Database (ORD), a public repository of structured organic reaction records. describe an organic reaction: reactants, conditions, products, and yield Reactants: CC(=O)O, COc1ccc(F)c(N)c1, N#CO[K], O. Product: COc1ccc(F)c(NC(N)=O)c1. RXN SMILES: [CH3:15][C:16](=[O:17])[OH:18].[F:1][c:2]1[c:3]([NH2:4])[cH:5][c:6]([O:9][CH3:10])[cH:7][cH:8]1.[K:11][O:12][C:13]#[N:14].[OH2:19]>>[F:1][c:2]1[c:3]([NH:4][C:13](=[O:12])[NH2:14])[cH:5][c:6]([O:9][CH3:10])[cH:7][cH:8]1. Starting materials: COC(=O)c1ccc2[nH]cc(C(C)=O)c2c1, [K+], C1CCOC1, [OH-], OCCO. Yields the product CC(=O)c1c[nH]c2ccc(C(=O)O)cc12. Reaction SMILES: [CH3:1][O:2][C:3](=[O:4])[c:5]1[cH:6][c:7]2[c:8]([C:14]([CH3:15])=[O:16])[cH:9][nH:10][c:11]2[cH:12][cH:13]1.[K+:22].[O:23]1[CH2:24][CH2:25][CH2:26][CH2:27]1.[OH-:21].[OH:17][CH2:18][CH2:19][OH:20]>>[O:2]=[C:3]([OH:4])[c:5]1[cH:6][c:7]2[c:8]([C:14]([CH3:15])=[O:16])[cH:9][nH:10][c:11]2[cH:12][cH:13]1.